Dataset: the Open Reaction Database (ORD), a public repository of structured organic reaction records. Task: describe an organic reaction: reactants, conditions, products, and yield Reported procedure: A solution of the 4'-α and 4'-β isomers 3'-O-t-butyldimethylsilyl-4'-formylthymidine (380 mg, 1 mM), the compound of Formula 12, prepared, e.g., as described in Preparation 8, with H2NOH HCl (110 mg, 1.6 mM) in pyridine (1.5 ml) was stirred at 24° C. for 16 hours. The solvent was removed by evaporation. The residue was partitioned between H2O (5 ml) and EtOAc (15 ml). The aqueous layer was extracted with EtOAc (10 ml), and the EtOAc fractions were combined. The solvent was removed by evaporation... Reaction SMILES: [Si](O[C@@H]1[C@@](C=O)(CO)O[C@@H]([N:18]2[CH:26]=[C:24]([CH3:25])[C:22](=[O:23])[NH:21][C:19]2=[O:20])C1)(C(C)(C)C)(C)C.NO.Cl>N1C=CC=CC=1>[NH:18]1[CH:26]=[C:24]([CH3:25])[C:22](=[O:23])[NH:21][C:19]1=[O:20] |f:1.2|. The product is N1C(=O)NC(=O)C(C)=C1 (Thymine). Starting materials: [Si](C)(C)(C(C)(C)C)O[C@H]1C[C@@H](O[C@@]1(CO)C=O)N1C(=O)NC(=O)C(C)=C1 (3'-O-t-butyldimethylsilyl-4'-formylthymidine), Formula 12, NO.Cl (H2NOH HCl). Solvent: N1=CC=CC=C1 (pyridine). Reaction conditions: temperature 24 celsius, time 16 hour.